Dataset: the Open Reaction Database (ORD), a public repository of structured organic reaction records. Task: describe an organic reaction: reactants, conditions, products, and yield The reactants are CCOC(=O)C=C(C)C=CC=C(C)CCCC(C)CCC=C(C)C, CCCCCC, CC(C)O, Cl, [K+], [OH-]. Product: CC(C)=CCCC(C)CCCC(C)=CC=CC(C)=CC(=O)O. Reaction SMILES: [CH3:1][C:2](=[CH:3][C:4](=[O:5])[O:6][CH2:7][CH3:8])[CH:9]=[CH:10][CH:11]=[C:12]([CH2:13][CH2:14][CH2:15][CH:16]([CH2:17][CH2:18][CH:19]=[C:20]([CH3:21])[CH3:22])[CH3:23])[CH3:24].[CH3:32][CH2:33][CH2:34][CH2:35][CH2:36][CH3:37].[CH:27]([OH:28])([CH3:29])[CH3:30].[ClH:31].[K+:26].[OH-:25]>>[CH3:1][C:2](=[CH:3][C:4](=[O:5])[OH:6])[CH:9]=[CH:10][CH:11]=[C:12]([CH2:13][CH2:14][CH2:15][CH:16]([CH2:17][CH2:18][CH:19]=[C:20]([CH3:21])[CH3:22])[CH3:23])[CH3:24].